describe an organic reaction: reactants, conditions, products, and yield From a dataset of the Open Reaction Database (ORD), a public repository of structured organic reaction records. Starting materials: BrCCC(=O)NC1=CC=C(C=C1)N1CCNCC1 (N-(β-bromopropionyl)-p-piperazinylaniline), [Cl-].[Al+3].[Cl-].[Cl-] (aluminum chloride), ice water. Run in C(=S)=S (carbon disulfide). Yields the product Br.N1(CCNCC1)C=1C=C2CCC(NC2=CC1)=O (6-(1-piperazinyl)-3,4-dihydrocarbostyril monohydrobromide). Yield: 40.9%. Reaction SMILES: [Br:1][CH2:2][CH2:3][C:4]([NH:6][C:7]1[CH:12]=[CH:11][C:10]([N:13]2[CH2:18][CH2:17][NH:16][CH2:15][CH2:14]2)=[CH:9][CH:8]=1)=[O:5].[Cl-].[Al+3].[Cl-].[Cl-]>C(=S)=S>[BrH:1].[N:13]1([C:10]2[CH:9]=[C:8]3[C:7](=[CH:12][CH:11]=2)[NH:6][C:4](=[O:5])[CH2:3][CH2:2]3)[CH2:18][CH2:17][NH:16][CH2:15][CH2:14]1 |f:1.2.3.4,6.7|. Reported procedure: A suspension of 2.2 g of N-(β-bromopropionyl)-p-piperazinylaniline and 28 g of pulverized anhydrous aluminum chloride in 50 ml of carbon disulfide was stirred under reflux for 4 hours. The reaction mixture was poured into ice water and the precipitations were collected by filtration, washed with water and then with ether and converted to hydrobromic acid salt followed by recrystallization from methanol-water to give 0.9 g of 6-(1-piperazinyl)-3,4-dihydrocarbostyril monohydrobromide, m.p. 289°-29... Reactants: CN(/C=C/C(=O)C=1C(=NN2N=CC=CC21)C2=CC=C(C=C2)OC)C ((2E)-3-(dimethylamino)-1-[2-(4-methoxyphenyl)pyrazolo[1,5-b]pyridazin-3-yl]prop-2-en-1-one), [N+](=O)([O-])[O-].C1(=CC=CC=C1)NC(=[NH2+])N (N-phenylguanidinium nitrate), C([O-])([O-])=O.[K+].[K+] (potassium carbonate). Run in CN(C=O)C (N,N-dimethylformamide). Conditions: temperature 120 celsius, time 28 hour. Yields the product COC1=CC=C(C=C1)C1=NN2N=CC=CC2=C1C1=NC(=NC=C1)NC1=CC=CC=C1 (4-[2-(4-methoxyphenyl)pyrazolo[1,5-b]pyridazin-3-yl]-N-phenylpyrimidin-2-amine). The yield is 30.0%. As a reaction SMILES: CN(C)/[CH:3]=[CH:4]/[C:5]([C:7]1[C:8]([C:16]2[CH:21]=[CH:20][C:19]([O:22][CH3:23])=[CH:18][CH:17]=2)=[N:9][N:10]2[C:15]=1[CH:14]=[CH:13][CH:12]=[N:11]2)=O.[N+]([O-])([O-])=O.[C:29]1([NH:35][C:36]([NH2:38])=[NH2+:37])[CH:34]=[CH:33][CH:32]=[CH:31][CH:30]=1.C(=O)([O-])[O-].[K+].[K+]>CN(C)C=O>[CH3:23][O:22][C:19]1[CH:18]=[CH:17][C:16]([C:8]2[C:7]([C:5]3[CH:4]=[CH:3][N:38]=[C:36]([NH:35][C:29]4[CH:34]=[CH:33][CH:32]=[CH:31][CH:30]=4)[N:37]=3)=[C:15]3[N:10]([N:11]=[CH:12][CH:13]=[CH:14]3)[N:9]=2)=[CH:21][CH:20]=1 |f:1.2,3.4.5|. Procedure details: To a solution of 100 mg (0.31 mmol) of (2E)-3-(dimethylamino)-1-[2-(4-methoxyphenyl)pyrazolo[1,5-b]pyridazin-3-yl]prop-2-en-1-one in 5 ml of N,N-dimethylformamide were added 103 mg (0.39 mmol) of N-phenylguanidinium nitrate and 153 mg (1.11 mmol) of potassium carbonate. The mixture was stirred at 120° C. for 28 hours. Removal of solvent followed by column chromatography with dichloromethane:methanol=100:1 gave the crude product. The crude product was washed with dichloromethane to afford the des... Reported procedure: To a solution of 125 ml. of 1 molar borane in tetrahydrofuran chilled in an ice bath is added 19.3 g. of p-heptyloxybenzoic acid in 160 ml. of tetrahydrofuran over a period of 45 minutes. The mixture is stirred at room temperature for 5.5 hours, poured into ice and water and 30 ml. of concentrated hydrochloric acid added. The mixture is filtered and the solid washed with water to give the product as a white waxy solid. Reactants: C(CCCCCC)OC1=CC=C(C(=O)O)C=C1 (p-heptyloxybenzoic acid), Cl (hydrochloric acid), B (borane), O (water). The product is C(CCCCCC)OC1=CC=C(CO)C=C1 (p-Heptyloxybenzyl alcohol). Solvent: O1CCCC1 (tetrahydrofuran), O1CCCC1 (tetrahydrofuran). RXN SMILES: B.[CH2:2]([O:9][C:10]1[CH:18]=[CH:17][C:13]([C:14](O)=[O:15])=[CH:12][CH:11]=1)[CH2:3][CH2:4][CH2:5][CH2:6][CH2:7][CH3:8].O.Cl>O1CCCC1>[CH2:2]([O:9][C:10]1[CH:11]=[CH:12][C:13]([CH2:14][OH:15])=[CH:17][CH:18]=1)[CH2:3][CH2:4][CH2:5][CH2:6][CH2:7][CH3:8]. Reaction conditions: time 5.5 hour. The reactants are C(C)OC(=O)N1CC2=C(CC1)C(=C(S2)NC(=O)C2=CC(=CC=C2)OC)C#N (3-cyano-2-{[1-(3-methoxy-phenyl)-methanoyl]-amino}-4,7-dihydro-5H-thieno[2,3-c]pyridine-6-carboxylic acid ethyl ester), B(Br)(Br)Br (BBr3). Run in ClCCl (dichloromethane). Conditions: time 20 hour. Product: C(C)OC(=O)N1CC2=C(CC1)C(=C(S2)NC(=O)C2=CC(=CC=C2)O)C#N (3-Cyano-2-{[1-(3-hydroxy-phenyl)-methanoyl]-amino}-4,7-dihydro-5H-thieno[2,3-c]pyridine-6-carboxylic acid ethyl ester). RXN SMILES: [CH2:1]([O:3][C:4]([N:6]1[CH2:11][CH2:10][C:9]2[C:12]([C:26]#[N:27])=[C:13]([NH:15][C:16]([C:18]3[CH:23]=[CH:22][CH:21]=[C:20]([O:24]C)[CH:19]=3)=[O:17])[S:14][C:8]=2[CH2:7]1)=[O:5])[CH3:2].B(Br)(Br)Br>ClCCl>[CH2:1]([O:3][C:4]([N:6]1[CH2:11][CH2:10][C:9]2[C:12]([C:26]#[N:27])=[C:13]([NH:15][C:16]([C:18]3[CH:23]=[CH:22][CH:21]=[C:20]([OH:24])[CH:19]=3)=[O:17])[S:14][C:8]=2[CH2:7]1)=[O:5])[CH3:2]. Reported procedure: 3-cyano-2-{[1-(3-methoxy-phenyl)-methanoyl]-amino}-4,7-dihydro-5H-thieno[2,3-c]pyridine-6-carboxylic acid ethyl ester (0.16 mmol) is dissolved in 2.4 ml dichloromethane. 1.22 ml BBr3 (1M in dichloromethane) is added at −78° C. and the reaction mixture is stirred for 20 hours at room temperature. After aqueous workup and evaporation of the solvent, the curde product is recristallized from ethanol. The product is COC(=O)C(=O)c1ccc(OCCCc2ccc(F)cc2)cc1. Reaction SMILES: [CH3:1][O:2][C:3]([C:4]([c:5]1[cH:6][cH:7][c:8]([OH:11])[cH:9][cH:10]1)=[O:12])=[O:13].[CH3:27][N:28]([CH3:29])[CH:30]=[O:31].[F:16][c:17]1[cH:18][cH:19][c:20]([CH2:23][CH2:24][CH2:25][Br:26])[cH:21][cH:22]1.[H-:14].[Na+:15]>>[CH3:1][O:2][C:3]([C:4]([c:5]1[cH:6][cH:7][c:8]([O:11][CH2:25][CH2:24][CH2:23][c:20]2[cH:19][cH:18][c:17]([F:16])[cH:22][cH:21]2)[cH:9][cH:10]1)=[O:12])=[O:13]. Starting materials: COC(=O)C(=O)c1ccc(O)cc1, CN(C)C=O, Fc1ccc(CCCBr)cc1, [H-], [Na+]. Starting materials: O=S1(N(CCC1)C=1C(=C(C(=O)OC)C=C(C1)[N+](=O)[O-])F)=O (Methyl 3-(1,1-dioxido-2-isothiazolidinyl)-2-fluoro-5-nitrobenzoate), ClCCCCS(=O)(=O)NC=1C(=C(C(=O)OC)C=C(C1)[N+](=O)[O-])F (Methyl 3-{[(4-chlorobutyl)sulfonyl]amino}-2-fluoro-5-nitrobenzoate). Yields the product O=S1(N(CCCC1)C=1C(=C(C(=O)OC)C=C(C1)[N+](=O)[O-])F)=O (Methyl 3-(1,1-dioxidotetrahydro-2H-1,2-thiazin-2-yl)-2-fluoro-5-nitrobenzoate). Reaction SMILES: O=S1(=O)CCCN1C1C(F)=C(C=C([N+]([O-])=O)C=1)C(OC)=O.Cl[CH2:23][CH2:24][CH2:25][CH2:26][S:27]([NH:30][C:31]1[C:32]([F:44])=[C:33]([CH:38]=[C:39]([N+:41]([O-:43])=[O:42])[CH:40]=1)[C:34]([O:36][CH3:37])=[O:35])(=[O:29])=[O:28]>>[O:28]=[S:27]1(=[O:29])[CH2:26][CH2:25][CH2:24][CH2:23][N:30]1[C:31]1[C:32]([F:44])=[C:33]([CH:38]=[C:39]([N+:41]([O-:43])=[O:42])[CH:40]=1)[C:34]([O:36][CH3:37])=[O:35]. Procedure: Methyl 3-(1,1-dioxidotetrahydro-2H-1,2-thiazin-2-yl)-2-fluoro-5-nitrobenzoate (D148) was prepared in an analogous manner to the process for methyl 3-(1,1-dioxido-2-isothiazolidinyl)-2-fluoro-5-nitrobenzoate (D147) from methyl 3-{[(4-chlorobutyl)sulfonyl]amino}-2-fluoro-5-nitrobenzoate (D146). [M+H+ NH3]+=350.1, RT=2.79 min. The reactants are N1CCCCC1 (Piperidine), C1=CC=CC=2C3=CC=CC=C3C(C12)COC(=O)N1[C@@H](CSCC1)C(NCC1=C(C=CC(=C1)Cl)CNC(=O)OC(C)(C)C)=O ((R)-(9H-Fluoren-9-yl)methyl-3-[2-{(tert-butoxycarbonylamino)methyl}-5-chloro benzylcarbamoyl]thiomorpholine-4-carboxylate). The solvent is C(Cl)Cl (CH2Cl2). Conditions: time 2 hour. Product: C(C)(C)(C)OC(NCC1=C(C=C(C=C1)Cl)CNC(=O)[C@H]1NCCSC1)=O ((R)-tert-Butyl-4-chloro-2-{(thiomorpholine-3-carboxamido)-methyl}-benzyl-carbamate). The yield is 82.9%. As a reaction SMILES: N1CCCCC1.C1C2C(COC([N:24]3[CH2:29][CH2:28][S:27][CH2:26][C@H:25]3[C:30](=[O:49])[NH:31][CH2:32][C:33]3[CH:38]=[C:37]([Cl:39])[CH:36]=[CH:35][C:34]=3[CH2:40][NH:41][C:42]([O:44][C:45]([CH3:48])([CH3:47])[CH3:46])=[O:43])=O)C3C(=CC=CC=3)C=2C=CC=1>C(Cl)Cl>[C:45]([O:44][C:42](=[O:43])[NH:41][CH2:40][C:34]1[CH:35]=[CH:36][C:37]([Cl:39])=[CH:38][C:33]=1[CH2:32][NH:31][C:30]([C@@H:25]1[CH2:26][S:27][CH2:28][CH2:29][NH:24]1)=[O:49])([CH3:48])([CH3:46])[CH3:47]. Procedure details: Piperidine (0.95 mL, 9.65 mmol) was added dropwise to a stirred solution of (R)-(9H-Fluoren-9-yl)methyl-3-[2-{(tert-butoxycarbonylamino)methyl}-5-chloro benzylcarbamoyl]thiomorpholine-4-carboxylate (1.20 g, 1.93 mmol) in CH2Cl2 (50 mL) and the resulting mixture was stirred at room temperature for 2 h. Volatile solvent was removed under reduced pressure and the residue was purified by reverse phase combiflash column chromatography (C18; eluent: 10-100% acetonitrile:water) to afford the title comp... Reactants: C(CC)OC1=C(C=CC=C1)C1=NC2=C(C=CC=C2C(N1)=O)C=CCCCCC (2-(2-n-Propoxyphenyl)-8-(1-Hepten-1-yl)Quinazolin-4(3H)-One). Reagents/catalysts: [Pd] (Pd/C). The solvent is CO (methanol), C(C)(=O)OCC (ethyl acetate), CO (methanol). Reaction conditions: time 1 hour. The product is C(CC)OC1=C(C=CC=C1)C1=NC2=C(C=CC=C2C(N1)=O)CCCCCCC (2-(2-n-Propoxyphenyl)-8-(1-Heptyl)quinazolin-4(3H)-One). Reaction SMILES: [CH2:1]([O:4][C:5]1[CH:10]=[CH:9][CH:8]=[CH:7][C:6]=1[C:11]1[NH:20][C:19](=[O:21])[C:18]2[C:13](=[C:14]([CH:22]=[CH:23][CH2:24][CH2:25][CH2:26][CH2:27][CH3:28])[CH:15]=[CH:16][CH:17]=2)[N:12]=1)[CH2:2][CH3:3]>CO.C(OCC)(=O)C.[Pd]>[CH2:1]([O:4][C:5]1[CH:10]=[CH:9][CH:8]=[CH:7][C:6]=1[C:11]1[NH:20][C:19](=[O:21])[C:18]2[C:13](=[C:14]([CH2:22][CH2:23][CH2:24][CH2:25][CH2:26][CH2:27][CH3:28])[CH:15]=[CH:16][CH:17]=2)[N:12]=1)[CH2:2][CH3:3]. Reported procedure: 20 mg of Pd/C (10%) is prehydrogenated for 20 minutes in 2 ml of absolute methanol. To it are added 200 mg (0.53 mmole) of the compound from Example 1 in a mixture of 2 ml of absolute methanol and 0.8 ml of ethyl acetate, and the mixture is hydrogenated for 1 hour at 20° C. The catalyst is filtered off, and the solvent is evaporated under vacuum in a rotary evaporator. The residue is pure in TLC and crystallizes upon drying under high vacuum. Reactants: OC1=C(C=CC=C1C1=CN(C=2N=CN=C(C21)NC(C)C2=NN1C(C(N2C2=CC=CC=C2)=O)=C(C=C1)C)COCC[Si](C)(C)C)NS(=O)(=O)C (N-(2-Hydroxy-3-(4-((1-(5-methyl-4-oxo-3-phenyl-3,4-dihydropyrrolo[2,1-f][1,2,4]triazin-2-yl)ethyl)amino)-7-((2-(trimethylsilyl)ethoxy)methyl)-7H-pyrrolo[2,3-d]pyrimidin-5-yl)phenyl)methanesulfonamide), FC(C(=O)O)(F)F (trifluoroacetic acid), N (ammonia). The product is OC1=C(C=CC=C1C1=CNC=2N=CN=C(C21)N[C@@H](C)C2=NN1C(C(N2C2=CC=CC=C2)=O)=C(C=C1)C)NS(=O)(=O)C ((S)—N-(2-Hydroxy-3-(4-((1-(5-methyl-4-oxo-3-phenyl-3,4-dihydropyrrolo[2,1-f][1,2,4]triazin-2-yl)ethyl)amino)-7H-pyrrolo[2,3-d]pyrimidin-5-yl)phenyl)methanesulfonamide). The yield is 35.0%. Reaction SMILES: [OH:1][C:2]1[C:7]([C:8]2[C:16]3[C:15]([NH:17][CH:18]([C:20]4[N:25]([C:26]5[CH:31]=[CH:30][CH:29]=[CH:28][CH:27]=5)[C:24](=[O:32])[C:23]5=[C:33]([CH3:36])[CH:34]=[CH:35][N:22]5[N:21]=4)[CH3:19])=[N:14][CH:13]=[N:12][C:11]=3[N:10](COCC[Si](C)(C)C)[CH:9]=2)=[CH:6][CH:5]=[CH:4][C:3]=1[NH:45][S:46]([CH3:49])(=[O:48])=[O:47].FC(F)(F)C(O)=O.N>>[OH:1][C:2]1[C:7]([C:8]2[C:16]3[C:15]([NH:17][C@H:18]([C:20]4[N:25]([C:26]5[CH:27]=[CH:28][CH:29]=[CH:30][CH:31]=5)[C:24](=[O:32])[C:23]5=[C:33]([CH3:36])[CH:34]=[CH:35][N:22]5[N:21]=4)[CH3:19])=[N:14][CH:13]=[N:12][C:11]=3[NH:10][CH:9]=2)=[CH:6][CH:5]=[CH:4][C:3]=1[NH:45][S:46]([CH3:49])(=[O:47])=[O:48]. Procedure details: N-(2-Hydroxy-3-(4-((1-(5-methyl-4-oxo-3-phenyl-3,4-dihydropyrrolo[2,1-f][1,2,4]triazin-2-yl)ethyl)amino)-7-((2-(trimethylsilyl)ethoxy)methyl)-7H-pyrrolo[2,3-d]pyrimidin-5-yl)phenyl)methanesulfonamide (12 mg, 0.02 mmol) was treated with trifluoroacetic acid (1 ml, 13 mmol) and a solution of ammonia (7N in methanol, 1 ml, 7 mmol) according to the method described in Example 27 to give 4 mg (41% yield) of the title compound. Purity 100%. Reactants: ClC=1C(=CC=2N(N1)C(=NN2)C2=C(C=C(C=C2)F)F)N2CCCC2 (6-chloro-3-(2,4-difluorophenyl)-7-(pyrrolidin-1-yl)-1,2,4-triazolo[4,3-b]pyridazine), [H-].[Na+] (Sodium hydride), CN1N=CN=C1CO ((2-methyl-2H-1,2,4-triazol-3-yl)methanol), A-421210. Run in CN(C)C=O (DMF). Run at time 18 hour. The product is FC1=C(C=CC(=C1)F)C1=NN=C2N1N=C(C(=C2)N2CCCC2)OCC=2N(N=CN2)C (3-(2,4-Difluorophenyl)-6-(2-methyl-2H-1,2,4-triazol-3-ylmethoxy)-7-(pyrrolidin-1-yl)-1,2,4-triazolo[4,3-b]pyridazine). Yield: 30.0%. RXN SMILES: [H-].[Na+].[CH3:3][N:4]1[C:8]([CH2:9][OH:10])=[N:7][CH:6]=[N:5]1.Cl[C:12]1[C:13]([N:29]2[CH2:33][CH2:32][CH2:31][CH2:30]2)=[CH:14][C:15]2[N:16]([C:18]([C:21]3[CH:26]=[CH:25][C:24]([F:27])=[CH:23][C:22]=3[F:28])=[N:19][N:20]=2)[N:17]=1>CN(C=O)C>[F:28][C:22]1[CH:23]=[C:24]([F:27])[CH:25]=[CH:26][C:21]=1[C:18]1[N:16]2[N:17]=[C:12]([O:10][CH2:9][C:8]3[N:4]([CH3:3])[N:5]=[CH:6][N:7]=3)[C:13]([N:29]3[CH2:33][CH2:32][CH2:31][CH2:30]3)=[CH:14][C:15]2=[N:20][N:19]=1 |f:0.1|. Procedure: Sodium hydride (60% dispersion in oil, 16 mg, 0.41 mmol) was added to a solution of (2-methyl-2H-1,2,4-triazol-3-yl)methanol (prepared using the conditions described in EP-A-421210) (38 mg, 0.33 mmol) in dry DMF (2 ml) at room temperature. After 1 h at room temperature a solution of 6-chloro-3-(2,4-difluorophenyl)-7-(pyrrolidin-1-yl)-1,2,4-triazolo[4,3-b]pyridazine (102 mg, 0.30 mmol) was added and the reaction stirred for 18 hours. The residue was partitioned between dichloromethane and water. ...